This data is from the Open Reaction Database (ORD), a public repository of structured organic reaction records. The task is: describe an organic reaction: reactants, conditions, products, and yield Starting materials: solid, BrCC(C1CCCCC1)N1C(=NC2=C1C=C(C(=C2)F)F)C2=CC=C(C=C2)Cl (1-(2-bromo-1-cyclohexyl-ethyl)-2-(4-chloro-phenyl)-5,6-difluoro-1H-benzoimidazole), OC1=NC=CC(=C1)C(=O)OC (methyl 2-hydroxypyridine-4-carboxylate), CCCCCCC (n-heptane). The solvent is C(C)(=O)OCC (ethyl acetate). Product: COC(C1=CC(=NC=C1)OCC(C1CCCCC1)N1C(=NC2=C1C=C(C(=C2)F)F)C2=CC=C(C=C2)Cl)=O (2-{2-[2-(4-Chloro-phenyl)-5,6-difluoro-benzoimidazol-1-yl]-2-cyclohexyl-ethoxy}-isonicotinic acid methyl ester). RXN SMILES: Br[CH2:2][CH:3]([N:10]1[C:14]2[CH:15]=[C:16]([F:20])[C:17]([F:19])=[CH:18][C:13]=2[N:12]=[C:11]1[C:21]1[CH:26]=[CH:25][C:24]([Cl:27])=[CH:23][CH:22]=1)[CH:4]1[CH2:9][CH2:8][CH2:7][CH2:6][CH2:5]1.[OH:28][C:29]1[CH:34]=[C:33]([C:35]([O:37][CH3:38])=[O:36])[CH:32]=[CH:31][N:30]=1.CCCCCCC>C(OCC)(=O)C>[CH3:38][O:37][C:35](=[O:36])[C:33]1[CH:32]=[CH:31][N:30]=[C:29]([O:28][CH2:2][CH:3]([N:10]2[C:14]3[CH:15]=[C:16]([F:20])[C:17]([F:19])=[CH:18][C:13]=3[N:12]=[C:11]2[C:21]2[CH:26]=[CH:25][C:24]([Cl:27])=[CH:23][CH:22]=2)[CH:4]2[CH2:9][CH2:8][CH2:7][CH2:6][CH2:5]2)[CH:34]=1. Procedure details: The title compound was prepared in analogy to Example 35 from 1-(2-bromo-1-cyclohexyl-ethyl)-2-(4-chloro-phenyl)-5,6-difluoro-1H-benzoimidazole (Ex. 34, int.) and methyl 2-hydroxypyridine-4-carboxylate after a reaction time of 4 days at room temperature and using a gradient of n-heptane:ethyl acetate of 100:0 to 70:30. Light yellow solid (19%). MS: (Turbo Spray): m/z=526.2 [M+H]. Starting materials: CC1=NC(=CC(=N1)Cl)N (2-methyl-4-chloro-6-aminopyrimidine), N1(CCNCC1)CCN1CCOCC1 (4-(2-piperazin-1-ylethyl)morpholine). The product is CC1=NC(=CC(=N1)N)N1CCN(CC1)CCN1CCOCC1 (2-methyl-6-[4-(2-morpholin-4-ylethyl)piperazin-1-yl]pyrimidin-4-amine). Reaction SMILES: [CH3:1][C:2]1[N:7]=[C:6](Cl)[CH:5]=[C:4]([NH2:9])[N:3]=1.[N:10]1([CH2:16][CH2:17][N:18]2[CH2:23][CH2:22][O:21][CH2:20][CH2:19]2)[CH2:15][CH2:14][NH:13][CH2:12][CH2:11]1>>[CH3:1][C:2]1[N:3]=[C:4]([NH2:9])[CH:5]=[C:6]([N:13]2[CH2:12][CH2:11][N:10]([CH2:16][CH2:17][N:18]3[CH2:19][CH2:20][O:21][CH2:22][CH2:23]3)[CH2:15][CH2:14]2)[N:7]=1. Reported procedure: 210 mg (1.47 mmol) of 2-methyl-4-chloro-6-aminopyrimidine 20-1 and 294 mg (1.47 mmol) of 4-(2-piperazin-1-ylethyl)morpholine 7-3 were used to obtain the desired product 20-2 as a yellow oil/solid. MS M+1=307. H1 NMR (CDCl3): 2.37(s, 3H), 2.53(br m, 4H), 2.57(br m, 4H), 3.57(m, 4H), 3.73(m, 4H), 4.52(br s, 2H), 5.41(s, 1H). The reactants are Fc1c(CBr)ccc(Cl)c1Oc1cc(Cl)cc(Br)c1, ClCCl, N. The product is NCc1ccc(Cl)c(Oc2cc(Cl)cc(Br)c2)c1F. Reaction SMILES: [Br:2][c:3]1[cH:4][c:5]([O:10][c:11]2[c:12]([Cl:20])[cH:13][cH:14][c:15]([CH2:18][Br:19])[c:16]2[F:17])[cH:6][c:7]([Cl:9])[cH:8]1.[Cl:21][CH2:22][Cl:23].[NH3:1]>>[NH2:1][CH2:18][c:15]1[cH:14][cH:13][c:12]([Cl:20])[c:11]([O:10][c:5]2[cH:4][c:3]([Br:2])[cH:8][c:7]([Cl:9])[cH:6]2)[c:16]1[F:17]. Starting materials: CN(C)c1ccncc1, ClCCl, O=C(Cl)Cl, Nc1cccc2cnccc12. Product: O=C=Nc1cccc2cnccc12. As a reaction SMILES: [CH3:19][N:20]([c:21]1[cH:22][cH:23][n:24][cH:25][cH:26]1)[CH3:27].[Cl:16][CH2:17][Cl:18].[Cl:1][C:2]([Cl:3])=[O:4].[NH2:5][c:6]1[c:7]2[cH:8][cH:9][n:10][cH:11][c:12]2[cH:13][cH:14][cH:15]1>>[C:2](=[O:4])=[N:5][c:6]1[c:7]2[cH:8][cH:9][n:10][cH:11][c:12]2[cH:13][cH:14][cH:15]1. The reactants are COC(C)(OC)OC, Cc1ccccc1, O=C(O)c1ccc(C(F)(F)F)cc1[N+](=O)[O-]. The product is COC(=O)c1ccc(C(F)(F)F)cc1[N+](=O)[O-]. RXN SMILES: [C:17]([O:18][CH3:19])([O:20][CH3:21])([O:22][CH3:23])[CH3:24].[CH3:25][c:26]1[cH:27][cH:28][cH:29][cH:30][cH:31]1.[N+:1](=[O:2])([O-:3])[c:4]1[c:5]([C:6](=[O:7])[OH:8])[cH:9][cH:10][c:11]([C:13]([F:14])([F:15])[F:16])[cH:12]1>>[N+:1](=[O:2])([O-:3])[c:4]1[c:5]([C:6](=[O:7])[O:8][CH3:17])[cH:9][cH:10][c:11]([C:13]([F:14])([F:15])[F:16])[cH:12]1.